From a dataset of the Open Reaction Database (ORD), a public repository of structured organic reaction records. describe an organic reaction: reactants, conditions, products, and yield Reactants: NC(=N)N (guanidine), CC(C)(C)C=1C=C(C=C(C1O)C(C)(C)C)C(=NO)Cl (3,5-bis(1,1-dimethylethyl) -N,4-dihydroxybenzenecarboximidoyl chloride). The solvent is C(C)O (ethanol), C(C)O (ethanol). Conditions: time 18 hour. Yields the product NC1=NC(=NO1)C1=CC(=C(C(=C1)C(C)(C)C)O)C(C)(C)C (4-(5-amino-1,2,4-oxadiazol-3-yl)-2,6-bis(1,1-dimethylethyl)phenol). As a reaction SMILES: N[C:2]([NH2:4])=[NH:3].[CH3:5][C:6]([C:9]1[CH:10]=[C:11]([C:20](Cl)=[N:21][OH:22])[CH:12]=[C:13]([C:16]([CH3:19])([CH3:18])[CH3:17])[C:14]=1[OH:15])([CH3:8])[CH3:7]>C(O)C>[NH2:4][C:2]1[O:22][N:21]=[C:20]([C:11]2[CH:12]=[C:13]([C:16]([CH3:17])([CH3:18])[CH3:19])[C:14]([OH:15])=[C:9]([C:6]([CH3:8])([CH3:7])[CH3:5])[CH:10]=2)[N:3]=1. Reported procedure: To a solution of 2.6 g (0.044 mole) of guanidine in absolute ethanol (100 ml) is added dropwise a solution of 6.2 g (0.022 mole) of 3,5-bis(1,1-dimethylethyl) -N,4-dihydroxybenzenecarboximidoyl chloride in absolute ethanol (60 ml). The mixture is stirred at room temperature for 18 hours, then evaporated to dryness (vacuum). The oil is dissolved in ethyl acetate (125 ml) and poured into water (125 ml). While stirring, the solution is acidified (pH 4.0-5.0) with 1N hydrochloric acid. The organic l... The reactants are Cl.C(C1=CC=CC=C1)OC=1C=2N(C=CC1)C(=C(N2)C)COCC#C (8-benzyloxy-3-(2-propynyloxymethyl)-2-methylimidazo[1,2-a]pyridine hydrochloride), [OH-].[Na+] (sodium hydroxide). Run in O (water). Yields the product C(C1=CC=CC=C1)OC=1C=2N(C=CC1)C(=C(N2)C)COCC#C (8-benzyloxy-3-(2-propynyloxymethyl)-2-methylimidazo[1,2-a]pyridine). The yield is 82.1%. As a reaction SMILES: Cl.[CH2:2]([O:9][C:10]1[C:11]2[N:12]([C:16]([CH2:20][O:21][CH2:22][C:23]#[CH:24])=[C:17]([CH3:19])[N:18]=2)[CH:13]=[CH:14][CH:15]=1)[C:3]1[CH:8]=[CH:7][CH:6]=[CH:5][CH:4]=1.[OH-].[Na+]>O>[CH2:2]([O:9][C:10]1[C:11]2[N:12]([C:16]([CH2:20][O:21][CH2:22][C:23]#[CH:24])=[C:17]([CH3:19])[N:18]=2)[CH:13]=[CH:14][CH:15]=1)[C:3]1[CH:4]=[CH:5][CH:6]=[CH:7][CH:8]=1 |f:0.1,2.3|. Reported procedure: A solution of 8-benzyloxy-3-(2-propynyloxymethyl)-2-methylimidazo[1,2-a]pyridine hydrochloride (35.5 g) in hot water (700 ml) was neutralized with aqueous sodium hydroxide solution and extracted with methylene chloride. The extract was washed with water, dried over magnesium sulfate, treated with activated charcoal, and evaporated in vacuo. The residual solid was recrystallized from a mixture of methylene chloride and n-hexane to give 8-benzyloxy-3-(2-propynyloxymethyl)-2-methylimidazo[1,2-a]pyr... The product is FC(C(=O)NCCO)(F)F (N-Trifluoroacetyl-Ethanolamine). RXN SMILES: [CH2:1]([CH2:3][NH2:4])[OH:2].CCS[C:8]([C:10]([F:13])([F:12])[F:11])=[O:9]>CO>[F:11][C:10]([F:13])([F:12])[C:8]([NH:4][CH2:3][CH2:1][OH:2])=[O:9]. The solvent is CO (methanol). Procedure details: Ethanolamine (12 g) is dissolved in methanol (50 ml) and S-ethylthiotrifluoroacetate (35 g) is added dropwise. The reaction is permitted to stand overnight irrigated with a stream of argon to remove ethanethiol. The excess solvent is removed in vacuo to leave the title product. Starting materials: C(O)CN (Ethanolamine), CCSC(=O)C(F)(F)F (S-ethylthiotrifluoroacetate). Run at time 8 hour. Starting materials: CCOC(=O)CBr, c1ccn2nc(-c3ccncc3)nc2c1. Yields the product [Br-], CCOC(=O)C[n+]1ccc(-c2nc3ccccn3n2)cc1. RXN SMILES: [Br:16][CH2:17][C:18](=[O:19])[O:20][CH2:21][CH3:22].[n:1]1[cH:2][cH:3][c:4](-[c:7]2[n:8][n:9]3[c:10]([cH:11][cH:12][cH:13][cH:14]3)[n:15]2)[cH:5][cH:6]1>>[Br-:16].[n+:1]1([CH2:17][C:18](=[O:19])[O:20][CH2:21][CH3:22])[cH:2][cH:3][c:4](-[c:7]2[n:8][n:9]3[c:10]([cH:11][cH:12][cH:13][cH:14]3)[n:15]2)[cH:5][cH:6]1. Starting materials: O=C1CCN(C(=O)C=Cc2ccc(Cl)c(Cl)c2)CCN1, CC(C)(CI)CN1CCCCC1. Product: CC(C)(CN1CCCCC1)CN1CCN(C(=O)C=Cc2ccc(Cl)c(Cl)c2)CCC1=O. RXN SMILES: [Cl:1][c:2]1[cH:3][c:4]([CH:9]=[CH:10][C:11](=[O:12])[N:13]2[CH2:14][CH2:15][NH:16][C:17](=[O:20])[CH2:18][CH2:19]2)[cH:5][cH:6][c:7]1[Cl:8].[I:21][CH2:22][C:23]([CH2:24][N:25]1[CH2:26][CH2:27][CH2:28][CH2:29][CH2:30]1)([CH3:31])[CH3:32]>>[Cl:1][c:2]1[cH:3][c:4]([CH:9]=[CH:10][C:11](=[O:12])[N:13]2[CH2:14][CH2:15][N:16]([CH2:22][C:23]([CH2:24][N:25]3[CH2:26][CH2:27][CH2:28][CH2:29][CH2:30]3)([CH3:31])[CH3:32])[C:17](=[O:20])[CH2:18][CH2:19]2)[cH:5][cH:6][c:7]1[Cl:8]. The reactants are CCCC(C)Oc1nc(N)c2nc(OC)n(CCCCNC3CCOCC3)c2n1, CCCC(C)Oc1nc(N)c2nc(OC)n(CCCCCl)c2n1, NC1CCOC1. Product: CCCC(C)Oc1nc(N)c2nc(OC)n(CCCCNC3CCOC3)c2n1. RXN SMILES: [CH3:1][CH:2]([CH2:3][CH2:4][CH3:5])[O:6][c:7]1[n:8][c:9]([NH2:29])[c:10]2[n:11][c:12]([O:27][CH3:28])[n:13]([CH2:16][CH2:17][CH2:18][CH2:19][NH:20][CH:21]3[CH2:22][CH2:23][O:24][CH2:25][CH2:26]3)[c:14]2[n:15]1.[Cl:30][CH2:31][CH2:32][CH2:33][CH2:34][n:35]1[c:36]([O:37][CH3:38])[n:39][c:40]2[c:41]1[n:42][c:43]([O:44][CH:45]([CH3:46])[CH2:47][CH2:48][CH3:49])[n:50][c:51]2[NH2:52].[O:53]1[CH2:54][CH2:55][CH:56]([NH2:57])[CH2:58]1>>[CH3:1][CH:2]([CH2:3][CH2:4][CH3:5])[O:6][c:7]1[n:8][c:9]([NH2:29])[c:10]2[n:11][c:12]([O:27][CH3:28])[n:13]([CH2:16][CH2:17][CH2:18][CH2:19][NH:20][CH:21]3[CH2:22][CH2:23][O:24][CH2:26]3)[c:14]2[n:15]1.